This data is from the Open Reaction Database (ORD), a public repository of structured organic reaction records. The task is: describe an organic reaction: reactants, conditions, products, and yield Starting materials: tri(dibenzylideneacetone)dipalladium, C([O-])([O-])=O.[Cs+].[Cs+] (cesium carbonate), N1CC(CCC1)NC(CC1=C(N=C(S1)C1=CC=C(C=C1)Cl)C)=O (N-(piperidin-3-yl)-2-[2-(4-chlorophenyl)-4-methylthiazol-5-yl]acetamide), IC1=C(C(=O)OC)C=CC=C1 (methyl 2-iodobenzoate). Reagents/catalysts: C1(=CC=CC=C1)P([C-]1C=CC=C1)C1=CC=CC=C1.[C-]1(C=CC=C1)P(C1=CC=CC=C1)C1=CC=CC=C1.[Fe+2] (1,1′-bis(diphenylphosphino)ferrocene). Run in C1(=CC=CC=C1)C (toluene). Reaction conditions: temperature 100 celsius, time 8 hour. The product is ClC1=CC=C(C=C1)C=1SC(=C(N1)C)CC(=O)NC1CN(CCC1)C1=C(C(=O)OC)C=CC=C1 (Methyl 2-[3-[2-[2-(4-chlorophenyl)-4-methylthiazol-5-yl]acetylamino]piperidin-1-yl]benzoate). The yield is 44.8%. RXN SMILES: C(=O)([O-])[O-].[Cs+].[Cs+].[NH:7]1[CH2:12][CH2:11][CH2:10][CH:9]([NH:13][C:14](=[O:29])[CH2:15][C:16]2[S:20][C:19]([C:21]3[CH:26]=[CH:25][C:24]([Cl:27])=[CH:23][CH:22]=3)=[N:18][C:17]=2[CH3:28])[CH2:8]1.I[C:31]1[CH:40]=[CH:39][CH:38]=[CH:37][C:32]=1[C:33]([O:35][CH3:36])=[O:34]>C1(P(C2C=CC=CC=2)[C-]2C=CC=C2)C=CC=CC=1.[C-]1(P(C2C=CC=CC=2)C2C=CC=CC=2)C=CC=C1.[Fe+2].C1(C)C=CC=CC=1>[Cl:27][C:24]1[CH:23]=[CH:22][C:21]([C:19]2[S:20][C:16]([CH2:15][C:14]([NH:13][CH:9]3[CH2:10][CH2:11][CH2:12][N:7]([C:31]4[CH:40]=[CH:39][CH:38]=[CH:37][C:32]=4[C:33]([O:35][CH3:36])=[O:34])[CH2:8]3)=[O:29])=[C:17]([CH3:28])[N:18]=2)=[CH:26][CH:25]=1 |f:0.1.2,5.6.7|. Procedure details: In an argon atmosphere, tri(dibenzylideneacetone)dipalladium (4.85 mg, 0.00530 mmol), 1,1′-bis(diphenylphosphino)ferrocene (9.09 mg, 0.0159 mmol) and cesium carbonate (48.2 mg, 0.148 mmol) were added to a toluene solution (1 mL) containing N-(piperidin-3-yl)-2-[2-(4-chlorophenyl)-4-methylthiazol-5-yl]acetamide (37.2 mg, 0.106 mmol) and methyl 2-iodobenzoate (27.8 mg, 0.106 mmol). This reaction mixture was stirred at 100° C. for 8 hours. Subsequently, the mixture was allowed to cool and was filte... Reactants: C[Si](C)(C)C(F)(F)F, CCCC[N+](CCCC)(CCCC)CCCC, Cl, [F-], CCCc1c(Cc2ccc(-c3ccccc3C#N)cc2)c(=O)n(C2CCC(OCC=O)CC2)c2ncnn12, C1CCOC1. The product is CCCc1c(Cc2ccc(-c3ccccc3C#N)cc2)c(=O)n(C2CCC(OCC(O)C(F)(F)F)CC2)c2ncnn12. Reaction SMILES: [CH3:39][Si:40]([C:41]([F:42])([F:43])[F:44])([CH3:45])[CH3:46].[CH3:48][CH2:49][CH2:50][CH2:51][N+:52]([CH2:53][CH2:54][CH2:55][CH3:56])([CH2:57][CH2:58][CH2:59][CH3:60])[CH2:61][CH2:62][CH2:63][CH3:64].[ClH:65].[F-:47].[O:1]=[c:2]1[n:3]([CH:29]2[CH2:30][CH2:31][CH:32]([O:35][CH2:36][CH:37]=[O:38])[CH2:33][CH2:34]2)[c:4]2[n:5]([c:6]([CH2:23][CH2:24][CH3:25])[c:7]1[CH2:8][c:9]1[cH:10][cH:11][c:12](-[c:15]3[c:16]([C:21]#[N:22])[cH:17][cH:18][cH:19][cH:20]3)[cH:13][cH:14]1)[n:26][cH:27][n:28]2.[O:66]1[CH2:67][CH2:68][CH2:69][CH2:70]1>>[O:1]=[c:2]1[n:3]([CH:29]2[CH2:30][CH2:31][CH:32]([O:35][CH2:36][CH:37]([OH:38])[C:41]([F:42])([F:43])[F:44])[CH2:33][CH2:34]2)[c:4]2[n:5]([c:6]([CH2:23][CH2:24][CH3:25])[c:7]1[CH2:8][c:9]1[cH:10][cH:11][c:12](-[c:15]3[c:16]([C:21]#[N:22])[cH:17][cH:18][cH:19][cH:20]3)[cH:13][cH:14]1)[n:26][cH:27][n:28]2. Starting materials: ClC=1C=CC2=C(C=CC=3C(=NC=CC3)C2=C2CCN(CC2)C(=O)OCC(Cl)(Cl)Cl)C1 (8-chloro-11-[1-(2,2,2-trichloroethoxycarbonyl)-4-piperidylidene)-11H-benzo-[5,6]cyclohepta[1,2-b]pyridine), [OH-].[Na+] (NaOH). The reagents and catalysts are [Zn] (zinc), [Zn] (zinc). Solvent: C(C)(=O)O (acetic acid). Conditions: time 2 hour. Product: ClC=1C=CC2=C(C=CC=3C(=NC=CC3)C2=C2CCNCC2)C1 (8-CHLORO-11-(4-PIPERIDYLIDENE)-11H-BENZO[5,6]CYCLOHEPTA[1,2-b]PYRIDINE). Yield: 53.0%. As a reaction SMILES: [Cl:1][C:2]1[CH:3]=[CH:4][C:5]2[C:15](=[C:16]3[CH2:21][CH2:20][N:19](C(OCC(Cl)(Cl)Cl)=O)[CH2:18][CH2:17]3)[C:10]3=[N:11][CH:12]=[CH:13][CH:14]=[C:9]3[CH:8]=[CH:7][C:6]=2[CH:30]=1.[OH-].[Na+]>C(O)(=O)C.[Zn]>[Cl:1][C:2]1[CH:3]=[CH:4][C:5]2[C:15](=[C:16]3[CH2:17][CH2:18][NH:19][CH2:20][CH2:21]3)[C:10]3=[N:11][CH:12]=[CH:13][CH:14]=[C:9]3[CH:8]=[CH:7][C:6]=2[CH:30]=1 |f:1.2|. Procedure details: A mixture of 210 mg (0.434 mmole) of 8-chloro-11-[1-(2,2,2-trichloroethoxycarbonyl)-4-piperidylidene)-11H-benzo-[5,6]cyclohepta[1,2-b]pyridine and 526 mg (8.05 mmole) of zinc dust in 0.4 mL of acetic acid was heated at 60°-70° C. After 2 hr. 20 min. another 547 mg (8.37 mmole) of zinc dust was added. After another 30 min. the mixture was basified with 10% aqueous NaOH and extracted four times with CH2Cl2. The combined organic portions were washed once with water, dried over MgSO4, filtered, and ... The reactants are Cl.C(C)N=C=NCCCN(C)C (N-ethyl-N'-(dimethylaminopropyl)-carbodiimide hydrochloride), N([C@@H](C(C)C)C(=O)O)C(=O)OCC1=CC=CC=C1 (Cbz-Val-OH), NC(C(C(CC1=CC=CC=C1)NC(=O)OC(C)(C)C)O)CC1=CC=CC=C1 (4-Amino-2 -(t-butyloxycarbonylamino)-1,5-diphenyl-3-hydroxypentane), ON1N=NC2=C1C=CC=C2 (1-hydroxybenzotriazole), CN1CCOCC1 (4-methylmorpholine). Run in CN(C=O)C (dimethylformamide), C(C)(=O)OCC (ethyl acetate). Reaction conditions: temperature 0 celsius, time 8 hour. Yields the product C(C)(C)(C)OC(=O)NC(CC1=CC=CC=C1)C(C(CC1=CC=CC=C1)NC([C@@H](NC(=O)OCC1=CC=CC=C1)C(C)C)=O)O (2-(t-Butyloxycarbonylamino)-4-(Cbz-valinyl-amino)-1,5-diphenyl-3-hydroxypentane). The yield is 94.6%. Reaction SMILES: [NH:1]([C:9]([O:11][CH2:12][C:13]1[CH:18]=[CH:17][CH:16]=[CH:15][CH:14]=1)=[O:10])[C@H:2]([C:6]([OH:8])=O)[CH:3]([CH3:5])[CH3:4].[NH2:19][CH:20]([CH2:39][C:40]1[CH:45]=[CH:44][CH:43]=[CH:42][CH:41]=1)[CH:21]([OH:38])[CH:22]([NH:30][C:31]([O:33][C:34]([CH3:37])([CH3:36])[CH3:35])=[O:32])[CH2:23][C:24]1[CH:29]=[CH:28][CH:27]=[CH:26][CH:25]=1.ON1C2C=CC=CC=2N=N1.CN1CCOCC1.Cl.C(N=C=NCCCN(C)C)C>CN(C)C=O.C(OCC)(=O)C>[C:34]([O:33][C:31]([NH:30][CH:22]([CH:21]([OH:38])[CH:20]([NH:19][C:6](=[O:8])[C@H:2]([CH:3]([CH3:4])[CH3:5])[NH:1][C:9]([O:11][CH2:12][C:13]1[CH:18]=[CH:17][CH:16]=[CH:15][CH:14]=1)=[O:10])[CH2:39][C:40]1[CH:41]=[CH:42][CH:43]=[CH:44][CH:45]=1)[CH2:23][C:24]1[CH:25]=[CH:26][CH:27]=[CH:28][CH:29]=1)=[O:32])([CH3:37])([CH3:35])[CH3:36] |f:4.5|. Procedure: A solution of 39 mg (0.16 mmol) of Cbz-Val-OH, 52 mg (0.14 mmol) of the resultant compound of Example 11, and 23 mg (0.17 mmol) of 1-hydroxybenzotriazole in 2 ml of dimethylformamide was treated with 0.019 ml (0.17 mmol) of 4-methylmorpholine, cooled to 0° C., and treated with 33 mg (0.17 mmol) of N-ethyl-N'-(dimethylaminopropyl)-carbodiimide hydrochloride. After being stirred at ambient temperature overnight, the solution was diluted with ethyl acetate, washed sequentially with 10% citric acid,... Reactants: O (Water), C1(CC1)S(=O)(=O)Cl (Cyclopropanesulfonyl chloride), C(#N)C1(CCNCC1)C1=CC=C(C=N1)NC(=O)C=1C=NN(C1C)C1=NC=C(C=C1)C(F)(F)F (N-[6-(4-cyanopiperidine-4-yl)pyridin-3-yl]-5-methyl-1-[5-(trifluoromethyl)pyridin-2-yl]-1H-pyrazole-4-carboxamide), C([O-])([O-])=O.[K+].[K+] (potassium carbonate). Procedure: Cyclopropanesulfonyl chloride (66 μl) was added to a suspension of N-[6-(4-cyanopiperidine-4-yl)pyridin-3-yl]-5-methyl-1-[5-(trifluoromethyl)pyridin-2-yl]-1H-pyrazole-4-carboxamide (227 mg) described in Reference Example 169 and potassium carbonate (207 mg) in N,N-dimethylformamide (1.7 ml), and stirred at room temperature for 5.5 hours. Water was added to the reaction solution and the precipitated solid was purified with silica gel chromatography (chloroform/methanol) to give the titled compoun... The product is C(#N)C1(CCN(CC1)S(=O)(=O)C1CC1)C1=CC=C(C=N1)NC(=O)C=1C=NN(C1C)C1=NC=C(C=C1)C(F)(F)F (N-{6-[4-Cyano-1-(cyclopropanesulfonyl)piperidin-4-yl]pyridin-3-yl}-5-methyl-1-[5-(trifluoromethyl)pyridin-2-yl]-1H-pyrazole-4-carboxamide). The solvent is CN(C=O)C (N,N-dimethylformamide). Conditions: time 5.5 hour. Reaction SMILES: [CH:1]1([S:4](Cl)(=[O:6])=[O:5])[CH2:3][CH2:2]1.[C:8]([C:10]1([C:16]2[N:21]=[CH:20][C:19]([NH:22][C:23]([C:25]3[CH:26]=[N:27][N:28]([C:31]4[CH:36]=[CH:35][C:34]([C:37]([F:40])([F:39])[F:38])=[CH:33][N:32]=4)[C:29]=3[CH3:30])=[O:24])=[CH:18][CH:17]=2)[CH2:15][CH2:14][NH:13][CH2:12][CH2:11]1)#[N:9].C(=O)([O-])[O-].[K+].[K+].O>CN(C)C=O>[C:8]([C:10]1([C:16]2[N:21]=[CH:20][C:19]([NH:22][C:23]([C:25]3[CH:26]=[N:27][N:28]([C:31]4[CH:36]=[CH:35][C:34]([C:37]([F:40])([F:39])[F:38])=[CH:33][N:32]=4)[C:29]=3[CH3:30])=[O:24])=[CH:18][CH:17]=2)[CH2:11][CH2:12][N:13]([S:4]([CH:1]2[CH2:3][CH2:2]2)(=[O:6])=[O:5])[CH2:14][CH2:15]1)#[N:9] |f:2.3.4|. Reactants: COC1(CCOCC1)C#CCO (4-methoxy-4-(3-hydroxyprop-1-ynyl)tetrahydropyran), COCCO[AlH2-]OCCOC.[Na+] (RED-AL). Solvent: C1CCOC1 (THF). Reaction conditions: temperature 0 celsius. Yields the product COC1(CCOCC1)\C=C\CO (4-methoxy-4-(3-hydroxy -trans-prop-1-enyl)tetrahydropyran). The yield is 48.0%. As a reaction SMILES: [CH3:1][O:2][C:3]1([C:9]#[C:10][CH2:11][OH:12])[CH2:8][CH2:7][O:6][CH2:5][CH2:4]1.COCCO[AlH2-]OCCOC.[Na+]>C1COCC1>[CH3:1][O:2][C:3]1(/[CH:9]=[CH:10]/[CH2:11][OH:12])[CH2:8][CH2:7][O:6][CH2:5][CH2:4]1 |f:1.2|. Procedure details: A solution of 4-methoxy-4-(3-hydroxyprop-1-ynyl)tetrahydropyran (10.8 g, 44.9 mmol), prepared as in step 3, in dry THF (100 mL) was cooled to -75° C., and RED-AL (sodium bis(2-methoxyethoxy)aluminum hydride, Aldrich Chemical Co., 20 mL of 3.4M solution in toluene, 68 mmol) was added under a dry argon atmosphere. The cooling bath was removed and the reaction was warmed to 0° C. and quenched by addition of crushed ice and saturated aqueous NH4Cl. The resulting two-phase mixture was extracted with ... The reactants are CC1=C(OCC(=O)O)C=CC(=C1)OC\C=C(/C1=CC=C(C=C1)C#CCN1CCOCC1)\C1=CC=C(C=C1)C ((Z)-[2-Methyl-4-[3-(4-methylphenyl)-3-[4-[3-(morpholin-4-yl)propynyl]phenyl]allyloxy]-phenoxy]acetic Acid), O1CCCC1 (tetrahydrofuran), C(#C)C1=NC=CC=C1 (2-ethynylpyridine). Reagents/catalysts: C=1C=CC(=CC1)[P](C=2C=CC=CC2)(C=3C=CC=CC3)[Pd]([P](C=4C=CC=CC4)(C=5C=CC=CC5)C=6C=CC=CC6)([P](C=7C=CC=CC7)(C=8C=CC=CC8)C=9C=CC=CC9)[P](C=1C=CC=CC1)(C=1C=CC=CC1)C=1C=CC=CC1 (tetrakis(triphenylphosphine)palladium), [Cu]I (copper(I) iodide). The solvent is C(C)N(CC)CC (triethylamine). Run at time 48 hour. Yields the product CC1=C(OCC(=O)OC)C=CC(=C1)OC\C=C(/C1=CC=C(C=C1)C#CC1=NC=CC=C1)\C1=CC=C(C=C1)C (methyl (Z)-[2-methyl-4-[3-(4-methylphenyl)-3-[4-(pyridin-2-ylethynyl)phenyl]allyloxy]-phenoxy]acetate). RXN SMILES: [CH3:1][C:2]1[CH:12]=[C:11]([O:13][CH2:14]/[CH:15]=[C:16](/[C:32]2[CH:37]=[CH:36][C:35]([CH3:38])=[CH:34][CH:33]=2)\[C:17]2[CH:22]=[CH:21][C:20]([C:23]#[C:24][CH2:25][N:26]3CCO[CH2:28][CH2:27]3)=[CH:19][CH:18]=2)[CH:10]=[CH:9][C:3]=1[O:4][CH2:5][C:6]([OH:8])=[O:7].[C:39](C1C=CC=CN=1)#[CH:40].O1CCC[CH2:48]1>C(N(CC)CC)C.C1C=CC([P]([Pd]([P](C2C=CC=CC=2)(C2C=CC=CC=2)C2C=CC=CC=2)([P](C2C=CC=CC=2)(C2C=CC=CC=2)C2C=CC=CC=2)[P](C2C=CC=CC=2)(C2C=CC=CC=2)C2C=CC=CC=2)(C2C=CC=CC=2)C2C=CC=CC=2)=CC=1.[Cu]I>[CH3:1][C:2]1[CH:12]=[C:11]([O:13][CH2:14]/[CH:15]=[C:16](/[C:32]2[CH:37]=[CH:36][C:35]([CH3:38])=[CH:34][CH:33]=2)\[C:17]2[CH:18]=[CH:19][C:20]([C:23]#[C:24][C:25]3[CH:40]=[CH:39][CH:28]=[CH:27][N:26]=3)=[CH:21][CH:22]=2)[CH:10]=[CH:9][C:3]=1[O:4][CH2:5][C:6]([O:8][CH3:48])=[O:7] |^1:62,64,83,102|. Reported procedure: A solution of methyl (Z)-[2-methyl-4-[3-(4-iodophenyl)-3-(4-methylphenyl)]allyloxy]-phenoxy]acetate (310 mg, 0.587 mmol; example 3) in a mixture of tetrahydrofuran (9 mL) and triethylamine (9 mL) was degassed and 2-ethynylpyridine (121 mg, 1.17 mmol) was added in argon atmosphere. The solution was cooled down; tetrakis(triphenylphosphine)palladium (55 mg, 0.047 mmol) and copper(I) iodide (17.8 mg, 0.094 mmol) were added. The reaction mixture was stirred at ambient temperature for 48 h, then evap...